Dataset: the Open Reaction Database (ORD), a public repository of structured organic reaction records. Task: describe an organic reaction: reactants, conditions, products, and yield Starting materials: C(C1=CC=CC=C1)SC[C@@H](O)C=1C(=NOC1C1=CC=C(C=C1)Br)C ((S)-2-benzylsulfanyl-1-[5-(4-bromo-phenyl)-3-methyl-isoxazol-4-yl]-ethanol), C(C)OC(CC1=CC=C(C=C1)B1OC(C(O1)(C)C)(C)C)=O ([4-(4,4,5,5-tetramethyl-[1,3,2]dioxaborolan-2-yl)-phenyl]-acetic acid ethyl ester). Product: C(C)OC(CC1=CC=C(C=C1)C1=CC=C(C=C1)C1=C(C(=NO1)C)[C@@H](CSCC1=CC=CC=C1)O)=O ({4′-[4-((S)-2-Benzylsulfanyl-1-hydroxy-ethyl)-3-methyl-isoxazol-5-yl]-biphenyl-4-yl}-acetic acid ethyl ester). RXN SMILES: [CH2:1]([S:8][CH2:9][C@H:10]([C:12]1[C:13]([CH3:24])=[N:14][O:15][C:16]=1[C:17]1[CH:22]=[CH:21][C:20](Br)=[CH:19][CH:18]=1)[OH:11])[C:2]1[CH:7]=[CH:6][CH:5]=[CH:4][CH:3]=1.[CH2:25]([O:27][C:28](=[O:45])[CH2:29][C:30]1[CH:35]=[CH:34][C:33](B2OC(C)(C)C(C)(C)O2)=[CH:32][CH:31]=1)[CH3:26]>>[CH2:25]([O:27][C:28](=[O:45])[CH2:29][C:30]1[CH:35]=[CH:34][C:33]([C:20]2[CH:21]=[CH:22][C:17]([C:16]3[O:15][N:14]=[C:13]([CH3:24])[C:12]=3[C@H:10]([OH:11])[CH2:9][S:8][CH2:1][C:2]3[CH:7]=[CH:6][CH:5]=[CH:4][CH:3]=3)=[CH:18][CH:19]=2)=[CH:32][CH:31]=1)[CH3:26]. Procedure details: Prepared according to the procedure described in Example 1, Step 7, using (S)-2-benzylsulfanyl-1-[5-(4-bromo-phenyl)-3-methyl-isoxazol-4-yl]-ethanol and [4-(4,4,5,5-tetramethyl-[1,3,2]dioxaborolan-2-yl)-phenyl]-acetic acid ethyl ester. The reactants are NC=1C(=NC2=CC=CC=C2C1NCC(C)(O)C)Cl (1-[(3-amino-2-chloro-4-quinolinyl)amino]-2-methyl-2-propanol), COCCCN=C=S (3-methoxypropylisothiocyanate). The product is ClC1=NC=2C=CC=CC2C2=C1N=C(N2CC(C)(O)C)NCCCOC (1-{4-chloro-2-[(3-methoxypropyl)amino]-1H-imidazo[4,5-c]quinolin-1-yl}-2-methylpropan-2-ol). The yield is 70.7%. RXN SMILES: [NH2:1][C:2]1[C:3]([Cl:18])=[N:4][C:5]2[C:10]([C:11]=1[NH:12][CH2:13][C:14]([CH3:17])([OH:16])[CH3:15])=[CH:9][CH:8]=[CH:7][CH:6]=2.[CH3:19][O:20][CH2:21][CH2:22][CH2:23][N:24]=[C:25]=S>>[Cl:18][C:3]1[C:2]2[N:1]=[C:25]([NH:24][CH2:23][CH2:22][CH2:21][O:20][CH3:19])[N:12]([CH2:13][C:14]([CH3:15])([OH:16])[CH3:17])[C:11]=2[C:10]2[CH:9]=[CH:8][CH:7]=[CH:6][C:5]=2[N:4]=1. Procedure details: The method described in Part A of Example 7 was used to treat 1-[(3-amino-2-chloro-4-quinolinyl)amino]-2-methyl-2-propanol (3.00 g, 11.3 mmol) with 3-methoxypropylisothiocyanate (1.78 g, 13.6 mmol) to provide 2.9 g of 1-{4-chloro-2-[(3-methoxypropyl)amino]-1H-imidazo[4,5-c]quinolin-1-yl}-2-methylpropan-2-ol after chromatographic purification. Reactants: NCCCCCCCCNC(CCCCCCC\C=C/CCCCCCCC)=O (N-(8-Aminooctyl)oleamide), CC1(OCC(C(O1)C(=O)NCCC(=O)O)(C)C)C (3-[N-(2,2,5,5-tetramethyl-1,3-dioxane-4-carbonyl)amino]propionic acid). The product is C(CCCCCCC\C=C/CCCCCCCC)(=O)NCCCCCCCCNC(CCNC(=O)C1OC(OCC1(C)C)(C)C)=O (N-(8-Oleoylaminooctyl)-3-[N-(2,2,5,5-tetramethyl-1,3-dioxane-4-carbonyl)amino]propanamide). Yield: 21.0%. Reaction SMILES: [NH2:1][CH2:2][CH2:3][CH2:4][CH2:5][CH2:6][CH2:7][CH2:8][CH2:9][NH:10][C:11](=[O:29])[CH2:12][CH2:13][CH2:14][CH2:15][CH2:16][CH2:17][CH2:18]/[CH:19]=[CH:20]\[CH2:21][CH2:22][CH2:23][CH2:24][CH2:25][CH2:26][CH2:27][CH3:28].[CH3:30][C:31]1([CH3:47])[O:36][CH:35]([C:37]([NH:39][CH2:40][CH2:41][C:42](O)=[O:43])=[O:38])[C:34]([CH3:46])([CH3:45])[CH2:33][O:32]1>>[C:11]([NH:10][CH2:9][CH2:8][CH2:7][CH2:6][CH2:5][CH2:4][CH2:3][CH2:2][NH:1][C:42](=[O:43])[CH2:41][CH2:40][NH:39][C:37]([CH:35]1[C:34]([CH3:45])([CH3:46])[CH2:33][O:32][C:31]([CH3:47])([CH3:30])[O:36]1)=[O:38])(=[O:29])[CH2:12][CH2:13][CH2:14][CH2:15][CH2:16][CH2:17][CH2:18]/[CH:19]=[CH:20]\[CH2:21][CH2:22][CH2:23][CH2:24][CH2:25][CH2:26][CH2:27][CH3:28]. Reported procedure: N-(8-Aminooctyl)oleamide (4.08 9) and 2.59 g of 3-[N-(2,2,5,5-tetramethyl-1,3-dioxane-4-carbonyl)amino]propionic acid were reacted in the same manner as in Example 1 to obtain 1.36 g of the title compound (yield: 21%). The reactants are FC1=C(C=C(C=C1)N)[N+](=O)[O-] (4-Fluoro-3-nitro-phenylamine), FC1=C(C(=O)Cl)C=CC=C1 (2-fluorobenzoyl chloride), S1C(=CC=C1)C(=O)Cl (thiophene-2-carbonyl chloride). Yields the product FC1=C(C(=O)NC2=CC(=C(C=C2)F)[N+](=O)[O-])C=CC=C1 (2-fluoro-N-(4-fluoro-3-nitro-phenyl)-benzamide). Reaction SMILES: [F:1][C:2]1[CH:7]=[CH:6][C:5]([NH2:8])=[CH:4][C:3]=1[N+:9]([O-:11])=[O:10].[F:12][C:13]1[CH:21]=[CH:20][CH:19]=[CH:18][C:14]=1[C:15](Cl)=[O:16].S1C=CC=C1C(Cl)=O>>[F:12][C:13]1[CH:21]=[CH:20][CH:19]=[CH:18][C:14]=1[C:15]([NH:8][C:5]1[CH:6]=[CH:7][C:2]([F:1])=[C:3]([N+:9]([O-:11])=[O:10])[CH:4]=1)=[O:16]. Procedure: 4-Fluoro-3-nitro-phenylamine was reacted with 2-fluorobenzoyl chloride according to the procedure of Example 256a substituting 2-fluorobenzoyl chloride for thiophene-2-carbonyl chloride to provide 2-fluoro-N-(4-fluoro-3-nitro-phenyl)-benzamide which was then reacted according to the procedures of Examples 256b and 256c to provide the title product. Reaction SMILES: [CH2:1]=[C:2]([C:5]1[N:6]([CH2:16][O:17][CH3:18])[C:7]2[C:12]([CH:13]=1)=[CH:11][C:10]([O:14][CH3:15])=[CH:9][CH:8]=2)[CH2:3][CH3:4].[CH3:19][C:20]1[CH:25]=[CH:24][C:23]([N:26]2[C:30](=[O:31])[CH:29]=[CH:28][C:27]2=[O:32])=[CH:22][CH:21]=1>C1(C)C(C)=CC=CC=1>[CH3:19][C:20]1[CH:21]=[CH:22][C:23]([N:26]2[C:30](=[O:31])[CH:29]3[CH:28]([CH2:1][CH:2]([CH2:3][CH3:4])[C:5]4[N:6]([CH2:16][O:17][CH3:18])[C:7]5[C:12]([C:13]=43)=[CH:11][C:10]([O:14][CH3:15])=[CH:9][CH:8]=5)[C:27]2=[O:32])=[CH:24][CH:25]=1. Yields the product CC1=CC=C(C=C1)N1C(=O)C2CC(C=3N(C4=CC=C(C=C4C3C2C1=O)OC)COC)CC (N-(4-methylphenyl)-1-ethyl-6-methoxy-9-methoxymethyl-1,2,3,4-tetrahydrocarbazole-3,4-dicarboximide). Procedure details: 5 ml of xylene was added to a mixture of 580 mg of 2-(1-buten-2-yl)-5-methoxy-1-methoxymethylindole and 880 mg of N-(4-methylphenyl)maleimide. The mixture was refluxed for 1.5 hours. The solvent was removed by distillation under reduced pressure. The residue was purified by column chromatography (eluant: n-hexane/ethyl acetate=5/1 to 2/1) to obtain 510 mg (yield: 50%) of N-(4-methylphenyl)-1-ethyl-6-methoxy-9-methoxymethyl-1,2,3,4-tetrahydrocarbazole-3,4-dicarboximide as colorless crystals. Run in C=1(C(=CC=CC1)C)C (xylene). The reactants are C=C(CC)C=1N(C2=CC=C(C=C2C1)OC)COC (2-(1-buten-2-yl)-5-methoxy-1-methoxymethylindole), CC1=CC=C(C=C1)N1C(C=CC1=O)=O (N-(4-methylphenyl)maleimide). The yield is 49.9%. Starting materials: C1(CC1)S(=O)(=O)N (cyclopropanesulfonamide), [H-].[Na+] (sodium hydride), CC1(C(NC2=CC=C(C=C2C1)C(=O)O)C1=CC(=CC=C1)N1C(OCC1)=O)C (3,3-dimethyl-2-[3-(2-oxo-oxazolidin-3-yl)-phenyl]-1,2,3,4-tetrahydro-quinoline-6-carboxylic acid), C(=O)(N1C=NC=C1)N1C=NC=C1 (1,1′-carbonyldiimidazole), [H-].[Na+] (sodium hydride), C1(CC1)S(=O)(=O)N (cyclopropanesulfonamide). Run in CN(C=O)C (N,N-dimethylformamide), CN(C=O)C (N,N-dimethylformamide), CN(C=O)C (N,N-dimethylformamide). Run at temperature 25 celsius, time 1 hour. The product is CC1(C(NC2=CC=C(C=C2C1)C(=O)NS(=O)(=O)C1CC1)C1=CC(=CC=C1)N1C(OCC1)=O)C (cyclopropanesulfonic acid {3,3-dimethyl-2-[3-(2-oxo-oxazolidin-3-yl)-phenyl]-1,2,3,4-tetrahydro-quinoline-6-carbonyl}-amide). The yield is 19.7%. Reaction SMILES: [H-].[Na+].[CH:3]1([S:6]([NH2:9])(=[O:8])=[O:7])[CH2:5][CH2:4]1.[CH3:10][C:11]1([CH3:36])[CH2:20][C:19]2[C:14](=[CH:15][CH:16]=[C:17]([C:21](O)=[O:22])[CH:18]=2)[NH:13][CH:12]1[C:24]1[CH:29]=[CH:28][CH:27]=[C:26]([N:30]2[CH2:34][CH2:33][O:32][C:31]2=[O:35])[CH:25]=1.C(N1C=CN=C1)(N1C=CN=C1)=O>CN(C)C=O>[CH3:10][C:11]1([CH3:36])[CH2:20][C:19]2[C:14](=[CH:15][CH:16]=[C:17]([C:21]([NH:9][S:6]([CH:3]3[CH2:5][CH2:4]3)(=[O:8])=[O:7])=[O:22])[CH:18]=2)[NH:13][CH:12]1[C:24]1[CH:29]=[CH:28][CH:27]=[C:26]([N:30]2[CH2:34][CH2:33][O:32][C:31]2=[O:35])[CH:25]=1 |f:0.1|. Procedure details: To a suspension of 60% sodium hydride (106 mg, 2.6 mmol) in N,N-dimethylformamide (2.5 mL) was added cyclopropanesulfonamide (327 mg, 2.7 mmol) at room temperature. The resulting mixture was stirred at 25° C. for 1 h. A solution of 3,3-dimethyl-2-[3-(2-oxo-oxazolidin-3-yl)-phenyl]-1,2,3,4-tetrahydro-quinoline-6-carboxylic acid (100 mg, 0.27 mmol) and 1,1′-carbonyldiimidazole (87 mg, 0.55 mmol) in N,N-dimethylformamide (2.0 mL) was stirred at 70° C. After stirring at 70° C. for 1 h, the above sus... The product is OC1=CC=C(C=C1)SCCC(=O)NCNC(CCCCCCCCCCCCCCCCC)=O (1-[3-(p-hydroxyphenylthio)-propanamido ]-1-n-octadecanoylaminomethane). The reagents and catalysts are Cl (hydrochloric acid). Starting materials: OC1=CC=C(C=C1)SCCC(=O)N (3-(p-hydroxyphenylthio)propanamide), OCNC(CCCCCCCCCCCCCCCCC)=O (N-hydroxymethyl-n-octadecanamide), O1CCCC1 (tetrahydrofuran). The solvent is O (water). Run at temperature 60 celsius. Yield: 72.0%. Procedure: Into a 200-ml flask equipped with a stirrer and a condenser were charged 8.0 g of 3-(p-hydroxyphenylthio)propanamide, 10.6 g of N-hydroxymethyl-n-octadecanamide, 5 drops of concentrated hydrochloric acid and 120 ml of tetrahydrofuran, and stirred with heating at 60° C. for 5 hours. The reaction mixture was cooled to room temperature and then poured into 300 ml of distilled water. The white crystals precipitated were collected by filtration and recrystallized from isopropanol to obtain 12.0 g of ... As a reaction SMILES: [OH:1][C:2]1[CH:7]=[CH:6][C:5]([S:8][CH2:9][CH2:10][C:11]([NH2:13])=[O:12])=[CH:4][CH:3]=1.O[CH2:15][NH:16][C:17](=[O:35])[CH2:18][CH2:19][CH2:20][CH2:21][CH2:22][CH2:23][CH2:24][CH2:25][CH2:26][CH2:27][CH2:28][CH2:29][CH2:30][CH2:31][CH2:32][CH2:33][CH3:34].O1CCCC1>Cl.O>[OH:1][C:2]1[CH:7]=[CH:6][C:5]([S:8][CH2:9][CH2:10][C:11]([NH:13][CH2:15][NH:16][C:17](=[O:35])[CH2:18][CH2:19][CH2:20][CH2:21][CH2:22][CH2:23][CH2:24][CH2:25][CH2:26][CH2:27][CH2:28][CH2:29][CH2:30][CH2:31][CH2:32][CH2:33][CH3:34])=[O:12])=[CH:4][CH:3]=1. The reactants are C(C)(C)(C)C1=NN(C(=C1)N)C1=C(C=CC=C1C)OC (3-tert-butyl-1-(2-methoxy-6-methylphenyl)-1H-pyrazol-5-amine), C(C)(C)(C)C1=NN(C(=C1)N)C1=C(C=CC=C1C)OC (3-tert-butyl-1-(2-methoxy-6-methylphenyl)-1H-pyrazol-5-amine), BrBr (bromine). Solvent: O (water), C(C)(=O)O (acetic acid). Conditions: time 5 minute. Yields the product BrC=1C(=NN(C1N)C1=C(C=CC=C1C)OC)C(C)(C)C (4-bromo-3-tert-butyl-1-(2-methoxy-6-methylphenyl)-1H-Pyrazol-5-amine). Isolated yield 108.2%. RXN SMILES: [C:1]([C:5]1[CH:9]=[C:8]([NH2:10])[N:7]([C:11]2[C:16]([CH3:17])=[CH:15][CH:14]=[CH:13][C:12]=2[O:18][CH3:19])[N:6]=1)([CH3:4])([CH3:3])[CH3:2].[Br:20]Br>C(O)(=O)C.O>[Br:20][C:9]1[C:5]([C:1]([CH3:4])([CH3:2])[CH3:3])=[N:6][N:7]([C:11]2[C:16]([CH3:17])=[CH:15][CH:14]=[CH:13][C:12]=2[O:18][CH3:19])[C:8]=1[NH2:10]. Reported procedure: To a solution of 3-tert-butyl-1-(2-methoxy-6-methylphenyl)-1H-pyrazol-5-amine (2.00 g, 7.71 mmol) (Intermediate C) in acetic acid (15 mL) was added bromine (1170 mg, 0.38 mL, 7.33 mmol) dropwise. The reaction mixture was stirred for 5 min at rt, and then diluted with water (100 mL), causing a solid to precipitate. The solid was collected by filtration, then dissolved in EtOAc. The organic phase was then washed with saturated NaHCO3 and brine, dried (Na2SO4), filtered, and concentrated under redu... The reactants are CC(C)(C)OC(=O)Nc1ccc(-c2ccccc2F)cc1NC(=O)CC(=O)c1cccc(-n2cnnc2)c1, ClCCl, O=C(O)C(F)(F)F. The product is O=C1CC(c2cccc(-n3cnnc3)c2)=Nc2ccc(-c3ccccc3F)cc2N1. RXN SMILES: [C:1]([O:2][C:3](=[O:4])[NH:7][c:8]1[c:9]([NH:21][C:22]([CH2:23][C:24](=[O:5])[c:25]2[cH:26][c:27](-[n:31]3[cH:32][n:33][n:34][cH:35]3)[cH:28][cH:29][cH:30]2)=[O:37])[cH:10][c:11](-[c:14]2[c:15]([F:20])[cH:16][cH:17][cH:18][cH:19]2)[cH:12][cH:13]1)([CH3:6])([CH3:36])[CH3:38].[Cl:46][CH2:47][Cl:48].[F:39][C:40]([F:41])([F:42])[C:43]([OH:44])=[O:45]>>[N:7]1=[C:24]([c:25]2[cH:26][c:27](-[n:31]3[cH:32][n:33][n:34][cH:35]3)[cH:28][cH:29][cH:30]2)[CH2:23][C:22](=[O:37])[NH:21][c:9]2[c:8]1[cH:13][cH:12][c:11](-[c:14]1[c:15]([F:20])[cH:16][cH:17][cH:18][cH:19]1)[cH:10]2.